This data is from the Open Reaction Database (ORD), a public repository of structured organic reaction records. The task is: describe an organic reaction: reactants, conditions, products, and yield Starting materials: COC1=CC=C(C=C1)CCCC1C(N(C(N1CCC)=O)CC1=CC=C(C=C1)C)=O (5-[3-(4-methoxy-phenyl)-propyl]-3-(4-methyl-benzyl)-1-propyl-imidazolidine-2,4-dione), solution. The solvent is C1CCOC1 (THF), C1CCOC1 (THF). Conditions: time 22 hour. The product is COC1=CC=C(C=C1)CCCC1N(C(N(C1)CC1=CC=C(C=C1)C)=O)CCC (4-[3-(4-methoxy-phenyl)-propyl]-1-(4-methyl-benzyl)-3-propyl-imidazolidin-2-one). Yield: 103.0%. Reaction SMILES: [CH3:1][O:2][C:3]1[CH:8]=[CH:7][C:6]([CH2:9][CH2:10][CH2:11][CH:12]2[N:16]([CH2:17][CH2:18][CH3:19])[C:15](=[O:20])[N:14]([CH2:21][C:22]3[CH:27]=[CH:26][C:25]([CH3:28])=[CH:24][CH:23]=3)[C:13]2=O)=[CH:5][CH:4]=1>C1COCC1>[CH3:1][O:2][C:3]1[CH:4]=[CH:5][C:6]([CH2:9][CH2:10][CH2:11][CH:12]2[CH2:13][N:14]([CH2:21][C:22]3[CH:23]=[CH:24][C:25]([CH3:28])=[CH:26][CH:27]=3)[C:15](=[O:20])[N:16]2[CH2:17][CH2:18][CH3:19])=[CH:7][CH:8]=1. Procedure: A solution of 5-[3-(4-methoxy-phenyl)-propyl]-3-(4-methyl-benzyl)-1-propyl-imidazolidine-2,4-dione (1.26 g, 3.19 mmol) in THF (20 ml) was treated dropwise with 1 M solution of borane-THF complex in THF (16 mL, 16 mmol) and then stirred at room temperature under N2 for 22 h. The reaction was quenched with methanol (20 mL) and stirred at room temperature for 2 hr. The solvent was removed in vacuo to give 1.25 g (100%) crude 4-[3-(4-methoxy-phenyl)-propyl]-1-(4-methyl-benzyl)-3-propyl-imidazolidin-...